Dataset: the Open Reaction Database (ORD), a public repository of structured organic reaction records. Task: describe an organic reaction: reactants, conditions, products, and yield The reactants are Cc1cc2c(cc1C(F)(F)F)N(C1CCN(Cc3ccccc3)CC1)CCCC2N(Cc1cc(C(F)(F)F)cc(C(F)(F)F)c1)c1nnn(C)n1, CO, [H][H]. Product: Cc1cc2c(cc1C(F)(F)F)N(C1CCNCC1)CCCC2N(Cc1cc(C(F)(F)F)cc(C(F)(F)F)c1)c1nnn(C)n1. RXN SMILES: [CH2:1]([c:2]1[cH:3][cH:4][cH:5][cH:6][cH:7]1)[N:8]1[CH2:9][CH2:10][CH:11]([N:14]2[c:15]3[c:16]([cH:43][c:44]([CH3:51])[c:45]([C:47]([F:48])([F:49])[F:50])[cH:46]3)[CH:17]([N:21]([c:22]3[n:23][n:24][n:25]([CH3:27])[n:26]3)[CH2:28][c:29]3[cH:30][c:31]([C:39]([F:40])([F:41])[F:42])[cH:32][c:33]([C:35]([F:36])([F:37])[F:38])[cH:34]3)[CH2:18][CH2:19][CH2:20]2)[CH2:12][CH2:13]1.[CH3:54][OH:55].[H:52][H:53]>>[NH:8]1[CH2:9][CH2:10][CH:11]([N:14]2[c:15]3[c:16]([cH:43][c:44]([CH3:51])[c:45]([C:47]([F:48])([F:49])[F:50])[cH:46]3)[CH:17]([N:21]([c:22]3[n:23][n:24][n:25]([CH3:27])[n:26]3)[CH2:28][c:29]3[cH:30][c:31]([C:39]([F:40])([F:41])[F:42])[cH:32][c:33]([C:35]([F:36])([F:37])[F:38])[cH:34]3)[CH2:18][CH2:19][CH2:20]2)[CH2:12][CH2:13]1. Starting materials: O (water), [H-].[Na+] (sodium hydride), C(C1=CC=CC=C1)(C1=CC=CC=C1)(C1=CC=CC=C1)N1C=NC(=C1)C(C(=O)OC)C(=O)OC (Dimethyl 2-(1-trityl-1H-imidazol-4-yl)malonate), CN(C)C=O (DMF), compound. Conditions: temperature 0 celsius, time 5 minute. The product is C(C)(C)(C)OC(=O)NC1=CC=C(C=N1)CC(C(=O)OC)(C(=O)OC)C=1N=CN(C1)C(C1=CC=CC=C1)(C1=CC=CC=C1)C1=CC=CC=C1 (Dimethyl 2-(6-tert-butoxycarbonylaminopyridin-3-ylmethyl)-2-(1-trityl-1H-imidazol-4-yl)malonate). RXN SMILES: [H-].[Na+].[C:3]([N:22]1[CH:26]=[C:25]([CH:27]([C:32]([O:34][CH3:35])=[O:33])[C:28]([O:30][CH3:31])=[O:29])[N:24]=[CH:23]1)([C:16]1[CH:21]=[CH:20][CH:19]=[CH:18][CH:17]=1)([C:10]1[CH:15]=[CH:14][CH:13]=[CH:12][CH:11]=1)[C:4]1[CH:9]=[CH:8][CH:7]=[CH:6][CH:5]=1.[OH2:36].C[N:38]([CH:40]=[O:41])[CH3:39]>>[C:27]([O:36][C:40]([NH:38][C:39]1[N:22]=[CH:3][C:4]([CH2:9][C:27]([C:25]2[N:24]=[CH:23][N:22]([C:3]([C:16]3[CH:21]=[CH:20][CH:19]=[CH:18][CH:17]=3)([C:4]3[CH:9]=[CH:8][CH:7]=[CH:6][CH:5]=3)[C:10]3[CH:11]=[CH:12][CH:13]=[CH:14][CH:15]=3)[CH:26]=2)([C:32]([O:34][CH3:35])=[O:33])[C:28]([O:30][CH3:31])=[O:29])=[CH:5][CH:6]=1)=[O:41])([CH3:32])([CH3:28])[CH3:25] |f:0.1|. Procedure: 0.12 g (5.12 mmol, 50%) of sodium hydride was added to a solution of 2.25 g (5.11 mmol) of the compound from example 12b in 40 ml of dry DMF at 0° C. and stirred at this temperature for 5 min. The mixture was then allowed to reach RT, was stirred for 1 h, was again cooled to 0° C. and then 1.47 g (5.11 mmol) of the compound from example 1b were added in one portion. Stirring was continued at this temperature for 30 min, then 50 ml of water were added while cooling in ice, and the mixture was ext... Reactants: O=C([O-])[O-], CCCCOc1ccc(C(=O)c2ccc(Cl)cc2)c(O)c1, [K+], [K+], OCCS. The product is CCCCOc1ccc(C(=O)c2ccc(SCCO)cc2)c(O)c1. Reaction SMILES: [C:26](=[O:27])([O-:28])[O-:29].[Cl:1][c:2]1[cH:3][cH:4][c:5]([C:8]([c:9]2[c:10]([OH:20])[cH:11][c:12]([O:15][CH2:16][CH2:17][CH2:18][CH3:19])[cH:13][cH:14]2)=[O:21])[cH:6][cH:7]1.[K+:30].[K+:31].[SH:22][CH2:23][CH2:24][OH:25]>>[c:2]1([S:22][CH2:23][CH2:24][OH:25])[cH:3][cH:4][c:5]([C:8]([c:9]2[c:10]([OH:20])[cH:11][c:12]([O:15][CH2:16][CH2:17][CH2:18][CH3:19])[cH:13][cH:14]2)=[O:21])[cH:6][cH:7]1. Starting materials: CC(C)COP(C)(=O)CCC#N, CCO, [H][H], N. The product is CC(C)COP(C)(=O)CCCN. RXN SMILES: [C:1](#[N:2])[CH2:3][CH2:4][P:5]([O:6][CH2:7][CH:8]([CH3:9])[CH3:10])(=[O:11])[CH3:12].[CH3:16][CH2:17][OH:18].[H:14][H:15].[NH3:13]>>[CH2:1]([NH2:2])[CH2:3][CH2:4][P:5]([O:6][CH2:7][CH:8]([CH3:9])[CH3:10])(=[O:11])[CH3:12].